From a dataset of the Open Reaction Database (ORD), a public repository of structured organic reaction records. describe an organic reaction: reactants, conditions, products, and yield Reactants: C(CC)NS(=O)(=O)C1=C(C(=CC=C1Cl)[N+](=O)[O-])Cl (N-propyl-2,6-dichloro-3-nitrobenzenesulfonamide), [H-].[Na+] (NaH), O (water). RXN SMILES: [CH2:1]([NH:4][S:5]([C:8]1[C:13]([Cl:14])=[CH:12][CH:11]=[C:10]([N+:15]([O-:17])=[O:16])[C:9]=1Cl)(=[O:7])=[O:6])[CH2:2][CH3:3].[H-].[Na+].[OH2:21]>>[CH2:1]([NH:4][S:5]([C:8]1[C:13]([Cl:14])=[CH:12][CH:11]=[C:10]([N+:15]([O-:17])=[O:16])[C:9]=1[OH:21])(=[O:7])=[O:6])[CH2:2][CH3:3] |f:1.2|. Procedure: Following the general hydrolysis procedure outlined in example 15, N-propyl-2,6-dichloro-3-nitrobenzenesulfonamide (1.0 , 3.19mmol), 60% NaH (393 mg, 3.19 mmol) and water (58 μL, 3.19 mmol) were reacted to form the desired product (650 mg, 69%). LC-MS (m/z) 295.0 (M+). Product: C(CC)NS(=O)(=O)C1=C(C(=CC=C1Cl)[N+](=O)[O-])O (N-propyl-6-chloro-2-hydroxy-3-nitrobenzenesulfonamide). Isolated yield 69.1%. The reactants are Oc1ccc2ccccc2c1Br, Cc1cc2c(o1)CN(C)CCC2O. Product: Cc1cc2c(o1)CN(C)CCC2Oc1ccc2ccccc2c1Br. RXN SMILES: [Br:14][c:15]1[c:16]([OH:25])[cH:17][cH:18][c:19]2[cH:20][cH:21][cH:22][cH:23][c:24]12.[CH3:1][c:2]1[cH:3][c:4]2[c:5]([o:13]1)[CH2:6][N:7]([CH3:12])[CH2:8][CH2:9][CH:10]2[OH:11]>>[CH3:1][c:2]1[cH:3][c:4]2[c:5]([o:13]1)[CH2:6][N:7]([CH3:12])[CH2:8][CH2:9][CH:10]2[O:11][c:16]1[c:15]([Br:14])[c:24]2[c:19]([cH:18][cH:17]1)[cH:20][cH:21][cH:22][cH:23]2. Reactants: COC1=CC=C(C=C1)B(O)O (4-methoxybenzeneboronic acid), BrC1=CC=C(C=CC(=O)OC)C=C1 (methyl 4-bromocinnamate), CCOC(=O)C (EtOAc). Reagents/catalysts: C=1C=CC(=CC1)[P](C=2C=CC=CC2)(C=3C=CC=CC3)[Pd]([P](C=4C=CC=CC4)(C=5C=CC=CC5)C=6C=CC=CC6)([P](C=7C=CC=CC7)(C=8C=CC=CC8)C=9C=CC=CC9)[P](C=1C=CC=CC1)(C=1C=CC=CC1)C=1C=CC=CC1 (Pd(PPh3)4). Solvent: CCO (EtOH), C(=O)([O-])[O-].[Na+].[Na+] (Na2CO3), O (water), C1(=CC=CC=C1)C (toluene). Product: COC1=CC(=C(C=C1)C1=CC=CC=C1)C=CC(=O)OC (methyl 3-(4-methoxybiphenylyl)acrylate). As a reaction SMILES: Br[C:2]1[CH:13]=[CH:12][C:5]([CH:6]=[CH:7][C:8]([O:10][CH3:11])=[O:9])=[CH:4][CH:3]=1.CO[C:16]1[CH:21]=[CH:20][C:19](B(O)O)=[CH:18][CH:17]=1.C[CH2:26][O:27]C(C)=O>C1(C)C=CC=CC=1.CCO.C([O-])([O-])=O.[Na+].[Na+].O.C1C=CC([P]([Pd]([P](C2C=CC=CC=2)(C2C=CC=CC=2)C2C=CC=CC=2)([P](C2C=CC=CC=2)(C2C=CC=CC=2)C2C=CC=CC=2)[P](C2C=CC=CC=2)(C2C=CC=CC=2)C2C=CC=CC=2)(C2C=CC=CC=2)C2C=CC=CC=2)=CC=1>[CH3:26][O:27][C:13]1[CH:2]=[CH:3][C:4]([C:16]2[CH:21]=[CH:20][CH:19]=[CH:18][CH:17]=2)=[C:5]([CH:6]=[CH:7][C:8]([O:10][CH3:11])=[O:9])[CH:12]=1 |f:5.6.7,^1:51,53,72,91|. Procedure details: 200 mg (0.83 mmol) of methyl 4-bromocinnamate were dissolved in dry toluene, added with 29 mg (0.025 mmol) of Pd(PPh3)4, a solution of 152 mg (0.91 mmol) of 4-methoxybenzeneboronic acid in 0.5 ml of EtOH, 1.66 ml of 2M Na2CO3 in water, and refluxed 2 h. Addition of EtOAc, washing with water, then with brine, filtration and flash chromatography (Merck silicagel) with Hexane/EtOAc mixtures from 95/5 to 8/2 gave 112 mg of methyl 3-(4-methoxybiphenylyl)acrylate, mp. 175-177° C. The reactants are CC1(C=2C=CC(=CC2C(CC1)(C)C)SC1=CC=C(C(=O)OCC)C=C1)C (ethyl 4-(5,6,7,8-tetrahydro-5,5,8,8-tetramethyl-2-naphthylthio)benzoate), ClCCl (dichloromethane), ClC1=CC(=CC=C1)C(=O)OO (meta-chloroperbenzoic acid). The solvent is O (water). Reaction conditions: time 2 hour. Product: CC1(C=2C=CC(=CC2C(CC1)(C)C)S(=O)C1=CC=C(C(=O)OCC)C=C1)C (ethyl 4-(5,6,7,8-tetrahydro-5,5,8,8-tetramethyl-2-naphthylsulfinyl)benzoate). Reaction SMILES: [CH3:1][C:2]1([CH3:26])[CH2:11][CH2:10][C:9]([CH3:13])([CH3:12])[C:8]2[CH:7]=[C:6]([S:14][C:15]3[CH:25]=[CH:24][C:18]([C:19]([O:21][CH2:22][CH3:23])=[O:20])=[CH:17][CH:16]=3)[CH:5]=[CH:4][C:3]1=2.ClCCl.ClC1C=CC=C(C(OO)=[O:38])C=1>O>[CH3:26][C:2]1([CH3:1])[CH2:11][CH2:10][C:9]([CH3:12])([CH3:13])[C:8]2[CH:7]=[C:6]([S:14]([C:15]3[CH:16]=[CH:17][C:18]([C:19]([O:21][CH2:22][CH3:23])=[O:20])=[CH:24][CH:25]=3)=[O:38])[CH:5]=[CH:4][C:3]1=2. Reported procedure: 1.1 g (3.1 mmol) of ethyl 4-(5,6,7,8-tetrahydro-5,5,8,8-tetramethyl-2-naphthylthio)benzoate and 30 ml of dichloromethane were introduced into a round-bottomed flask, and 970 mg (3.1 mmol) of meta-chloroperbenzoic acid were then added. The entire contents were stirred at room temperature for two hours, the reaction medium poured into water, extracted with dichloromethane, the organic phase decanted off, dried over magnesium sulfate and evaporated. The residue was purified by chromatography on a s... Reactants: C1CCOC1, CC(C)Oc1ccc(N2CCC(O)CC2)nc1, CS(=O)(=O)c1ccc(-n2ncc3c(Cl)ncnc32)c(F)c1, ClCCl, [H-], [Na+]. Yields the product CC(C)Oc1ccc(N2CCC(Oc3ncnc4c3cnn4-c3ccc(S(C)(=O)=O)cc3F)CC2)nc1. Reaction SMILES: [CH2:20]1[O:21][CH2:22][CH2:23][CH2:24]1.[CH:3]([CH3:4])([CH3:5])[O:6][c:7]1[cH:8][cH:9][c:10]([N:13]2[CH2:14][CH2:15][CH:16]([OH:19])[CH2:17][CH2:18]2)[n:11][cH:12]1.[Cl:25][c:26]1[c:27]2[c:28]([n:29][cH:30][n:31]1)[n:32](-[c:35]1[c:36]([F:45])[cH:37][c:38]([S:41](=[O:42])(=[O:43])[CH3:44])[cH:39][cH:40]1)[n:33][cH:34]2.[Cl:46][CH2:47][Cl:48].[H-:2].[Na+:1]>>[CH:3]([CH3:4])([CH3:5])[O:6][c:7]1[cH:8][cH:9][c:10]([N:13]2[CH2:14][CH2:15][CH:16]([O:19][c:26]3[c:27]4[c:28]([n:29][cH:30][n:31]3)[n:32](-[c:35]3[c:36]([F:45])[cH:37][c:38]([S:41](=[O:42])(=[O:43])[CH3:44])[cH:39][cH:40]3)[n:33][cH:34]4)[CH2:17][CH2:18]2)[n:11][cH:12]1. The reactants are BrC1=CC=C(C=C1)C(CC(=O)C=1C=CC(NC1)=O)C1=C(C=C(C=C1)F)F (5-(3-(4-bromophenyl)-3-(2,4-difluorophenyl)propanoyl)pyridin-2(1H)-one), C([O-])([O-])=O.[K+].[K+] (potassium carbonate), IC (iodomethane), C(C)(=O)OCC (ethyl acetate). Run in CN(C(C)=O)C (N,N-dimethylacetamide). Conditions: time 17 hour. The product is BrC1=CC=C(C=C1)C(CC(=O)C=1C=CC(N(C1)C)=O)C1=C(C=C(C=C1)F)F (5-[3-(4-Bromo-phenyl)-3-(2,4-difluoro-phenyl)-propionyl]-1-methyl-1H-pyridin-2-one). RXN SMILES: [Br:1][C:2]1[CH:7]=[CH:6][C:5]([CH:8]([C:19]2[CH:24]=[CH:23][C:22]([F:25])=[CH:21][C:20]=2[F:26])[CH2:9][C:10]([C:12]2[CH:13]=[CH:14][C:15](=[O:18])[NH:16][CH:17]=2)=[O:11])=[CH:4][CH:3]=1.[C:27](=O)([O-])[O-].[K+].[K+].IC.C(OCC)(=O)C>CN(C)C(=O)C>[Br:1][C:2]1[CH:3]=[CH:4][C:5]([CH:8]([C:19]2[CH:24]=[CH:23][C:22]([F:25])=[CH:21][C:20]=2[F:26])[CH2:9][C:10]([C:12]2[CH:13]=[CH:14][C:15](=[O:18])[N:16]([CH3:27])[CH:17]=2)=[O:11])=[CH:6][CH:7]=1 |f:1.2.3|. Procedure: To a solution of 5-(3-(4-bromophenyl)-3-(2,4-difluorophenyl)propanoyl)pyridin-2(1H)-one (0.225 g, 538 μmol) in N,N-dimethylacetamide (3 mL) was added potassium carbonate (81.8 mg, 592 μmol) and iodomethane (80.2 mg, 35.3 μL, 565 μmol) and the resulting mixture was stirred at room temperature for 17 hours. The reaction mixture was poured on water and ethyl acetate and the layers were separated. The aqueous layer was extracted twice with ethyl acetate. The organic layers were washed twice with wat... Reactants: BrC=1SC(=C(C1C(CCl)=O)Cl)Cl (1-(2-Bromo-4,5-dichloro-thiophen-3-yl)-2-chloro-ethanone), BrC1=C(C=CC=C1)Br (1,2-dibromobenzene), BrCC(=O)Br (bromoacetyl bromide). Product: BrCC(=O)C1=CC(=C(C=C1)Br)Br (2-Bromo-1-(3,4-dibromo-phenyl)-ethanone). Yield: 13.0%. RXN SMILES: BrC1SC(Cl)=C(Cl)C=1C(=O)CCl.[Br:13][C:14]1[CH:19]=[CH:18][CH:17]=[CH:16][C:15]=1[Br:20].[Br:21][CH2:22][C:23](Br)=[O:24]>>[Br:21][CH2:22][C:23]([C:17]1[CH:18]=[CH:19][C:14]([Br:13])=[C:15]([Br:20])[CH:16]=1)=[O:24]. Procedure details: General procedure described for compounds 1 and 2 starting from 1,2-dibromobenzene and bromoacetyl bromide. Purified by column chromatography column (hexane:ethyl acetate 6:1), yield 13% m.p. 60-61° C., 1H-NMR (CDCl3): δ8.2 (s, 1H, Ar), 7.8 (d, 2H, Ar), 4.4 (s, 2H, CH2); 13C-NMR (CDCl3): δ189.7 (CO), 134.6 (CH), 134.4 (CH), 134.3 (C—CO), 132.0 (C—Br), 128.8(CH), 126.2 (C—Br), 30.4 (CH2); M/z (EI): 360, 358, 356, 354 (M+, 5, 14, 14, 5%), 265, 263, 261 (M-CH2Br, 62, 100, 65%); HPLC: Column μ Bonda... Reactants: [Br-], Cc1cc2c(cc1Br)C(C(C)C)C(C)C2(C)C, Cc1cc2c(cc1[Mg+])C(C(C)C)C(C)C2(C)C, [Mg], CN(C)C=O, O=S(=O)(O)O. The product is Cc1cc2c(cc1C=O)C(C(C)C)C(C)C2(C)C. RXN SMILES: [Br-:1].[Br:20][c:21]1[cH:22][c:23]2[c:24]([cH:34][c:35]1[CH3:36])[C:25]([CH3:26])([CH3:27])[CH:28]([CH3:29])[CH:30]2[CH:31]([CH3:32])[CH3:33].[CH:2]([CH3:3])([CH3:4])[CH:5]1[CH:6]([CH3:18])[C:7]([CH3:16])([CH3:17])[c:8]2[cH:9][c:10]([CH3:15])[c:11]([Mg+:14])[cH:12][c:13]21.[Mg:19].[O:42]=[CH:43][N:44]([CH3:45])[CH3:46].[S:37](=[O:38])(=[O:39])([OH:40])[OH:41]>>[CH:2]([CH3:3])([CH3:4])[CH:5]1[CH:6]([CH3:18])[C:7]([CH3:16])([CH3:17])[c:8]2[cH:9][c:10]([CH3:15])[c:11]([CH:43]=[O:42])[cH:12][c:13]21. Yields the product CC(=O)Nc1ccc2c(c1)CC(=O)N2C(N)=O. As a reaction SMILES: [CH3:15][C:16]([Cl:17])=[O:18].[CH3:20][N:21]([c:22]1[cH:23][cH:24][n:25][cH:26][cH:27]1)[CH3:28].[ClH:19].[NH2:1][c:2]1[cH:3][c:4]2[c:8]([cH:9][cH:10]1)[N:7]([C:11](=[O:12])[NH2:13])[C:6](=[O:14])[CH2:5]2>>[NH:1]([c:2]1[cH:3][c:4]2[c:8]([cH:9][cH:10]1)[N:7]([C:11](=[O:12])[NH2:13])[C:6](=[O:14])[CH2:5]2)[C:16]([CH3:15])=[O:18]. Reactants: CC(=O)Cl, CN(C)c1ccncc1, Cl, NC(=O)N1C(=O)Cc2cc(N)ccc21. The reagents and catalysts are [Pd] (palladium on carbon). Starting materials: C(C)C1(C(C2=CC(=CC=C2C1)[N+](=O)[O-])=O)C=1N=CNC1 (2-ethyl-2,3-dihydro-2-(1H-imidazol-4-yl)-6-nitro-1H-inden-1-one), [H][H] (hydrogen). Product: NC1=CC=C2CC(C(C2=C1)=O)(C=1N=CNC1)CC (6-amino-2-ethyl-2,3-dihydro-2-(1H-imidazol-4-yl)-1H-inden-1-one). Yield: 93.2%. Procedure: To 7.20 g (0.0265 mol) of 2-ethyl-2,3-dihydro-2-(1H-imidazol-4-yl)-6-nitro-1H-inden-1-one dissolved in 70 ml of ethanol was added 0.7 g of 10% palladium on carbon and the mixture was shaken in an atmosphere of hydrogen at the room temperature. When the reduction came to a standstill the catalyst was removed. The filtrate was concentrated to give 6-amino-2-ethyl-2,3-dihydro-2-(1H-imidazol-4-yl)-1H-inden-1-one (5.96 g, 93%). The product was purified by flash chromatography eluting with methylene c... As a reaction SMILES: [CH2:1]([C:3]1([C:16]2[N:17]=[CH:18][NH:19][CH:20]=2)[CH2:11][C:10]2[C:5](=[CH:6][C:7]([N+:12]([O-])=O)=[CH:8][CH:9]=2)[C:4]1=[O:15])[CH3:2].[H][H]>C(O)C.[Pd]>[NH2:12][C:7]1[CH:6]=[C:5]2[C:10]([CH2:11][C:3]([CH2:1][CH3:2])([C:16]3[N:17]=[CH:18][NH:19][CH:20]=3)[C:4]2=[O:15])=[CH:9][CH:8]=1. The solvent is C(C)O (ethanol).